From a dataset of the Open Reaction Database (ORD), a public repository of structured organic reaction records. describe an organic reaction: reactants, conditions, products, and yield Starting materials: Cc1ccccc1, O=S(Cl)Cl, NC(=O)C12CC(c3ccccc31)c1ccccc12. The product is N#CC12CC(c3ccccc31)c1ccccc12. As a reaction SMILES: [CH3:23][c:24]1[cH:25][cH:26][cH:27][cH:28][cH:29]1.[S:19]([Cl:20])([Cl:21])=[O:22].[cH:1]1[cH:2][cH:3][cH:4][c:5]2[c:14]1[C:13]1([C:16](=[O:17])[NH2:18])[c:12]3[c:7]([cH:8][cH:9][cH:10][cH:11]3)[CH:6]2[CH2:15]1>>[cH:1]1[cH:2][cH:3][cH:4][c:5]2[c:14]1[C:13]1([C:16]#[N:18])[c:12]3[c:7]([cH:8][cH:9][cH:10][cH:11]3)[CH:6]2[CH2:15]1. Starting materials: CCN=C=NCCCN(C)C, CN(C)c1ccncc1, CO, Cl, Cn1c(NC(=O)C2CC2)nc2ccc(Oc3cccc(N)c3)cc21, [Na+], [OH-], O=C(O)c1cccc(C(F)(F)F)c1, c1ccncc1. The product is Cn1c(NC(=O)C2CC2)nc2ccc(Oc3cccc(NC(=O)c4cccc(C(F)(F)F)c4)c3)cc21. As a reaction SMILES: [CH2:39]([N:40]=[C:41]=[N:42][CH2:43][CH2:44][CH2:45][N:46]([CH3:47])[CH3:48])[CH3:49].[CH3:58][N:59]([CH3:60])[c:61]1[cH:62][cH:63][n:64][cH:65][cH:66]1.[CH3:67][OH:68].[ClH:38].[NH2:1][c:2]1[cH:3][c:4]([O:5][c:6]2[cH:7][cH:8][c:9]3[c:10]([n:11]([CH3:20])[c:12]([NH:14][C:15](=[O:16])[CH:17]4[CH2:18][CH2:19]4)[n:13]3)[cH:21]2)[cH:22][cH:23][cH:24]1.[Na+:51].[OH-:50].[OH:25][C:26](=[O:27])[c:28]1[cH:29][cH:30][cH:31][c:32]([C:34]([F:35])([F:36])[F:37])[cH:33]1.[cH:52]1[cH:53][cH:54][n:55][cH:56][cH:57]1>>[NH:1]([c:2]1[cH:3][c:4]([O:5][c:6]2[cH:7][cH:8][c:9]3[c:10]([n:11]([CH3:20])[c:12]([NH:14][C:15](=[O:16])[CH:17]4[CH2:18][CH2:19]4)[n:13]3)[cH:21]2)[cH:22][cH:23][cH:24]1)[C:26](=[O:25])[c:28]1[cH:29][cH:30][cH:31][c:32]([C:34]([F:35])([F:36])[F:37])[cH:33]1. Reactants: ClC1=C(C=CC(=N1)C(=O)OC)C=O (Methyl 6-chloro-5-formyl-2-pyridincarboxylate), C1CN2CCN1CC2 (DABCO), methyl ethyl acrylate. Run in C(C)OCC (diethyl ether). Yields the product COC(=O)C1=NC(=C(C=C1)C(C(=C)C(=O)OCC)O)Cl (Methy-6-chloro-5-[1-hydroxy-2-(ethoxycarbonyl)allyl]pyridine-2-carboxylate). Reaction SMILES: [Cl:1][C:2]1[N:7]=[C:6]([C:8]([O:10][CH3:11])=[O:9])[CH:5]=[CH:4][C:3]=1[CH:12]=[O:13].C1N2[CH2:20][CH2:21]N(CC2)C1>C(OCC)C>[CH3:11][O:10][C:8]([C:6]1[CH:5]=[CH:4][C:3]([CH:12]([OH:13])[C:6]([C:8]([O:10][CH2:20][CH3:21])=[O:9])=[CH2:5])=[C:2]([Cl:1])[N:7]=1)=[O:9]. Procedure details: To a mixture of Methyl 6-chloro-5-formyl-2-pyridincarboxylate (10 mmol, 1.99 g) and DABCO (10 mmol. 1.12 g) was added an methyl/ethyl acrylate (60 mmol.) under neat conditions [solvent free conditions] at room temperature and the reaction progress was monitored by TLC. Upon completion of the reaction mixture (˜5 min.) was diluted with diethyl ether (300 ml) and washed with water 3×50 ml. The organic layer was dried over Na2SO4 and concentrated, the residue was subjected to column chromatography ... Reactants: maltodextrin, Maltrin-100, enzyme solution, maltodextrin, C(C)(=O)[O-].[Na+] (sodium acetate), O (water). Reaction conditions: time 30 minute. Yields the product O=C[C@H](O)[C@@H](O)[C@H](O)[C@H](O)CO (glucose). RXN SMILES: [C:1]([O-:4])(=O)[CH3:2].[Na+].[OH2:6]>>[O:6]=[CH:2][C@@H:1]([C@H:2]([C@@H:1]([C@@H:2]([CH2:1][OH:4])[OH:6])[OH:4])[OH:6])[OH:4] |f:0.1|. Procedure details: The substrate used for the assay is a maltodextrin (Maltrin-100 available from the Grain Processing Company, Muscatine, Iowa). 0.1 ml of the enzyme solution was mixed with 0.6 ml of a 5% maltodextrin solution, 0.1 ml of 500 mM sodium acetate solution (pH 5) and water is added to make a total volume of 1 ml. After the mixture is incubated at 60° C. for 30 minutes, the reaction is terminated by immersing the mixture in a boiling water bath for 10 to 20 minutes. Glucose is then determined by the gl... The reactants are CCOC(C)=O, NCCC1CC1, Nc1nc(Cl)nc2c1ncn2C1CCCCO1, OCCO. Product: Nc1nc(NCCC2CC2)nc2c1ncn2C1CCCCO1. As a reaction SMILES: [CH3:28][CH2:29][O:30][C:31](=[O:32])[CH3:33].[CH:18]1([CH2:21][CH2:22][NH2:23])[CH2:19][CH2:20]1.[Cl:1][c:2]1[n:3][c:4]([NH2:17])[c:5]2[n:6][cH:7][n:8]([CH:11]3[O:12][CH2:13][CH2:14][CH2:15][CH2:16]3)[c:9]2[n:10]1.[OH:24][CH2:25][CH2:26][OH:27]>>[c:2]1([NH:23][CH2:22][CH2:21][CH:18]2[CH2:19][CH2:20]2)[n:3][c:4]([NH2:17])[c:5]2[n:6][cH:7][n:8]([CH:11]3[O:12][CH2:13][CH2:14][CH2:15][CH2:16]3)[c:9]2[n:10]1. The product is CC(C)C(OC(=O)NC1(C(=O)O)CC1)OC(=O)C1CCCCC1. The reactants are CC#N, CC(C)C(OC(=O)ON1C(=O)CCC1=O)OC(=O)C1CCCCC1, NC1(C(=O)O)CC1, O. As a reaction SMILES: [C:33](#[N:34])[CH3:35].[CH:8]1([C:14](=[O:15])[O:16][CH:17]([CH:18]([CH3:19])[CH3:20])[O:21][C:22](=[O:23])[O:24][N:25]2[C:26](=[O:27])[CH2:28][CH2:29][C:30]2=[O:31])[CH2:9][CH2:10][CH2:11][CH2:12][CH2:13]1.[NH2:1][C:2]1([C:5]([OH:6])=[O:7])[CH2:3][CH2:4]1.[OH2:32]>>[NH:1]([C:2]1([C:5]([OH:6])=[O:7])[CH2:3][CH2:4]1)[C:22]([O:21][CH:17]([O:16][C:14]([CH:8]1[CH2:9][CH2:10][CH2:11][CH2:12][CH2:13]1)=[O:15])[CH:18]([CH3:19])[CH3:20])=[O:23].